Task: describe an organic reaction: reactants, conditions, products, and yield. Dataset: the Open Reaction Database (ORD), a public repository of structured organic reaction records Starting materials: compound ( A ), C(C)C(C(=O)O)CC1=C(C(=C(C=C1I)I)NC(CCCCCNC(CN1CCNCCNCCNCC1)=O)=O)I (α-ethyl-2,4,6-triiodo-3-[[1-oxo-6-[(1,4,7,10-tetraazacyclododec-1-yl-acetyl)amino]hexyl]amino]benzenepropanoic acid), BrCC(=O)O (bromoacetic acid). Solvent: CCO (EtOH). The product is C(C)C(C(=O)O)CC1=C(C(=C(C=C1I)I)NC(CCCCCNC(CN1CCN(CCN(CCN(CC1)CC(=O)O)CC(=O)O)CC(=O)O)=O)=O)I (α-ethyl-2,4,6-triiodo-3-[[1-oxo-6-[[4,7,10-tris(carboxymethyl)-1,4,7,10-tetraazacyclododec-1-ylacetyl]amino]hexyl]amino]benzenepropanoic acid). Isolated yield 96.7%. As a reaction SMILES: [CH2:1]([CH:3]([CH2:7][C:8]1[C:13]([I:14])=[CH:12][C:11]([I:15])=[C:10]([NH:16][C:17](=[O:39])[CH2:18][CH2:19][CH2:20][CH2:21][CH2:22][NH:23][C:24](=[O:38])[CH2:25][N:26]2[CH2:37][CH2:36][NH:35][CH2:34][CH2:33][NH:32][CH2:31][CH2:30][NH:29][CH2:28][CH2:27]2)[C:9]=1[I:40])[C:4]([OH:6])=[O:5])[CH3:2].Br[CH2:42][C:43]([OH:45])=[O:44]>CCO>[CH2:1]([CH:3]([CH2:7][C:8]1[C:13]([I:14])=[CH:12][C:11]([I:15])=[C:10]([NH:16][C:17](=[O:39])[CH2:18][CH2:19][CH2:20][CH2:21][CH2:22][NH:23][C:24](=[O:38])[CH2:25][N:26]2[CH2:27][CH2:28][N:29]([CH2:42][C:43]([OH:45])=[O:44])[CH2:30][CH2:31][N:32]([CH2:42][C:43]([OH:45])=[O:44])[CH2:33][CH2:34][N:35]([CH2:3][C:4]([OH:6])=[O:5])[CH2:36][CH2:37]2)[C:9]=1[I:40])[C:4]([OH:6])=[O:5])[CH3:2]. Procedure details: According to the procedure described in Example 2, 111 g of compound (A) α-ethyl-2,4,6-triiodo-3-[[1-oxo-6-[(1,4,7,10-tetraazacyclododec-1-yl-acetyl)amino]hexyl]amino]benzenepropanoic acid (0.12 mol) are reacted with 67.2 g of bromoacetic acid (0.48 mol) in 600 ml of 80% EtOH. 63 g of α-ethyl-2,4,6-triiodo-3-[[1-oxo-6-[[4,7,10-tris(carboxymethyl)-1,4,7,10-tetraazacyclododec-1-ylacetyl]amino]hexyl]amino]benzenepropanoic acid (0.058 mol) are obtained. Starting materials: N1C(NCC1)=S (2-imidazolidinethione), BrCCC1=C2N(C3=CC=CC=C13)C(=NC=C2C)C (5-(2-bromoethyl)-1,4-dimethylpyrimido[1,6-a]indole). Solvent: O1CCOCC1 (dioxane). Product: N1C(=NCC1)SCCC1=C2N(C3=CC=CC=C13)C(=NC=C2C)C (5-[2-[(4,5-dihydro-1H-imidazol-2-yl)thio]ethyl]-1,4-dimethylpyrimido[1,6-a]indole). The yield is 59.2%. As a reaction SMILES: [NH:1]1[CH2:5][CH2:4][NH:3][C:2]1=[S:6].Br[CH2:8][CH2:9][C:10]1[C:18]2[C:13](=[CH:14][CH:15]=[CH:16][CH:17]=2)[N:12]2[C:19]([CH3:24])=[N:20][CH:21]=[C:22]([CH3:23])[C:11]=12>O1CCOCC1>[NH:1]1[CH2:5][CH2:4][N:3]=[C:2]1[S:6][CH2:8][CH2:9][C:10]1[C:18]2[C:13](=[CH:14][CH:15]=[CH:16][CH:17]=2)[N:12]2[C:19]([CH3:24])=[N:20][CH:21]=[C:22]([CH3:23])[C:11]=12. Reported procedure: A mixture of 2-imidazolidinethione (3.1 g), 5-(2-bromoethyl)-1,4-dimethylpyrimido[1,6-a]indole (6 g, described in Example 13) and dry dioxane (400 ml) is refluxed for 6 hours. The resulting precipitate is collected by filtration and dissolved in water and the solution is neutralized with aqueous sodium bicarbonate. After adding a few drops of 10% sodium hydroxide, the aqueous mixture is extracted with chloroform. The combined extracts are washed with water, dried over magnesium sulfate, filtered... Reaction SMILES: [C:2](=[O:3])([OH:4])[CH:5]([CH2:6][CH2:7][CH2:8][CH2:9][CH2:10][CH2:11][n:12]1[cH:13][n:14][cH:15][cH:16]1)[CH2:17][OH:18].[ClH:1].[P:19](=[O:20])([OH:21])([OH:22])[OH:23]>>[C:2](=[O:3])([OH:4])[C:5]([CH2:6][CH2:7][CH2:8][CH2:9][CH2:10][CH2:11][n:12]1[cH:13][n:14][cH:15][cH:16]1)=[CH2:17].[ClH:1]. Product: C=C(CCCCCCn1ccnc1)C(=O)O, Cl. The reactants are O=C(O)C(CO)CCCCCCn1ccnc1, Cl, O=P(O)(O)O. The reactants are COC=1C=C(C=O)C=C(C1OC)Br (3,4-dimethoxy-5-bromobenzaldehyde), cuprous cyanide, CN1C(CCC1)=O (N-methylpyrrolidone), O (Water). The product is COC=1C=C(C=O)C=C(C1OC)C#N (3,4-Dimethoxy-5-cyanobenzaldehyde). Reaction SMILES: [CH3:1][O:2][C:3]1[CH:4]=[C:5]([CH:8]=[C:9](Br)[C:10]=1[O:11][CH3:12])[CH:6]=[O:7].O.[CH3:15][N:16]1CCCC1=O>>[CH3:1][O:2][C:3]1[CH:4]=[C:5]([CH:8]=[C:9]([C:15]#[N:16])[C:10]=1[O:11][CH3:12])[CH:6]=[O:7]. Procedure details: A mixture containing 2.5 g of 3,4-dimethoxy-5-bromobenzaldehyde and 1.0 g of cuprous cyanide in N-methylpyrrolidone was refluxed for 2 h. Water was added and the solution was extracted with dichloromethane. The solvent was evaporated in vacuo. Yield 1.55 g (81%), m.p. 109°-112° C. Reactants: C1CCOC1, COc1cc(CO)ccc1[N+](=O)[O-], O=C1NC(=O)c2ccccc21, c1ccc(P(c2ccccc2)c2ccccc2)cc1. Product: COc1cc(CN2C(=O)c3ccccc3C2=O)ccc1[N+](=O)[O-]. RXN SMILES: [CH2:44]1[O:45][CH2:46][CH2:47][CH2:48]1.[N+:1](=[O:2])([O-:3])[c:4]1[c:5]([O:12][CH3:13])[cH:6][c:7]([CH2:8][OH:9])[cH:10][cH:11]1.[O:33]=[C:34]1[NH:35][C:36](=[O:37])[c:38]2[cH:39][cH:40][cH:41][cH:42][c:43]21.[c:14]1([P:15]([c:16]2[cH:17][cH:18][cH:19][cH:20][cH:21]2)[c:22]2[cH:23][cH:24][cH:25][cH:26][cH:27]2)[cH:28][cH:29][cH:30][cH:31][cH:32]1>>[N+:1](=[O:2])([O-:3])[c:4]1[c:5]([O:12][CH3:13])[cH:6][c:7]([CH2:8][N:35]2[C:34](=[O:33])[c:43]3[c:38]([cH:39][cH:40][cH:41][cH:42]3)[C:36]2=[O:37])[cH:10][cH:11]1.